This data is from the Open Reaction Database (ORD), a public repository of structured organic reaction records. The task is: describe an organic reaction: reactants, conditions, products, and yield The reactants are C(C)(C)(C)C=1C=CC(=C(C=O)C1)O (5-tert-Butyl-2-hydroxy-benzaldehyde), solution, CC(C)=CC (2-methyl-2-butene), P(=O)(O)(O)[O-].[Na+] (Sodium dihydrogenphosphate), Cl(=O)[O-].[Na+] (sodium chlorite). Solvent: O1CCCC1 (tetrahydrofuran), C(C)(=O)OCC (ethyl acetate), C(C)(C)(C)O (t-Butanol), O (water). Reaction conditions: time 2 hour. Yields the product C(C)(C)(C)C=1C=CC(=C(C(=O)O)C1)O (5-tert-butyl-2-hydroxy-benzoic acid). Yield: 128.7%. Reaction SMILES: [C:1]([C:5]1[CH:6]=[CH:7][C:8]([OH:13])=[C:9]([CH:12]=1)[CH:10]=[O:11])([CH3:4])([CH3:3])[CH3:2].CC(=CC)C.P([O-])(O)(O)=[O:20].[Na+].Cl([O-])=O.[Na+]>O1CCCC1.O.C(OCC)(=O)C.C(O)(C)(C)C>[C:1]([C:5]1[CH:6]=[CH:7][C:8]([OH:13])=[C:9]([CH:12]=1)[C:10]([OH:20])=[O:11])([CH3:4])([CH3:2])[CH3:3] |f:2.3,4.5|. Procedure: 5-tert-Butyl-2-hydroxy-benzaldehyde (1.4 g, 6.0 mmol, prepared according to Smith W. E. J. Org. Chem. 1972, 37, 3972-3973) was taken up in 30 mL of a 2M solution of 2-methyl-2-butene in tetrahydrofuran. t-Butanol (30 mL) was added. Sodium dihydrogenphosphate (2.6 g, 18.8 mmol) and sodium chlorite (1.4 g, 12.3 mmol) were then added as a solution in 12 mL of water. The reaction mixture was stirred at room temperature for 2 h. It was diluted with ethyl acetate and washed with 1N hydrochloric acid. ... The reactants are BrC1=CC=C(C=C1)C(=O)C1CNCC1 ((4-bromo-phenyl)-pyrrolidin-3-yl-methanone), C(C)(=O)O (acetic acid), C=O (formaldehyde), C(C)(=O)O[BH-](OC(C)=O)OC(C)=O.[Na+] (sodium triacetoxyborohydride). Run in CO (methanol). Conditions: time 15 minute. Product: BrC1=CC=C(C=C1)C(=O)C1CN(CC1)C ((±)-(4-Bromo-phenyl)-(1-methyl-pyrrolidin-3-yl)-methanone). Isolated yield 68.2%. As a reaction SMILES: [Br:1][C:2]1[CH:7]=[CH:6][C:5]([C:8]([CH:10]2[CH2:14][CH2:13][NH:12][CH2:11]2)=[O:9])=[CH:4][CH:3]=1.[C:15](O)(=O)C.C=O.C(O[BH-](OC(=O)C)OC(=O)C)(=O)C.[Na+]>CO>[Br:1][C:2]1[CH:7]=[CH:6][C:5]([C:8]([CH:10]2[CH2:14][CH2:13][N:12]([CH3:15])[CH2:11]2)=[O:9])=[CH:4][CH:3]=1 |f:3.4|. Procedure details: To a solution (4-bromo-phenyl)-pyrrolidin-3-yl-methanone (2.24 g, 8.81 mmol) in methanol (44 mL), add acetic acid (1.01 mL, 17.6 mmol) and formaldehyde (2.15 g, 26.4 mmol, 37% aqueous solution). After 15 min, add sodium triacetoxyborohydride (5.60 g, 26.4 mmol) and allow the mixture to stir at RT for one hour. Concentrate the reaction mixture. Add water and adjust the solution to pH=10 with 2 N NaOH. Extract the aqueous with ethylacetate. Dry the combined organic layers over Na2SO4, filter, and ...